Dataset: the Open Reaction Database (ORD), a public repository of structured organic reaction records. Task: describe an organic reaction: reactants, conditions, products, and yield Reactants: CC1=NC(=CC=C1)N1C(NC=2C1=NC=CC2)=O (1,3-dihydro-3-(2-methylpyridin-6-yl)imidazo[4,5-b]pyridin-2-one), C(C=C)Br (allyl bromide), CC(=O)C (acetone), [OH-].[K+] (potassium hydroxide). The solvent is O (water). Run at time 8 hour. Yields the product C(C=C)N1C(N(C2=NC=CC=C21)C2=CC=CC(=N2)C)=O (1-Allyl-1,3-dihydro-3-(2-methylpyridin-6-yl)imidazo[4,5-b]pyridin-2-one). RXN SMILES: [CH3:1][C:2]1[CH:7]=[CH:6][CH:5]=[C:4]([N:8]2[C:12]3=[N:13][CH:14]=[CH:15][CH:16]=[C:11]3[NH:10][C:9]2=[O:17])[N:3]=1.[CH3:18][C:19]([CH3:21])=O.[OH-].[K+].C(Br)C=C>O>[CH2:21]([N:10]1[C:11]2[C:12](=[N:13][CH:14]=[CH:15][CH:16]=2)[N:8]([C:4]2[N:3]=[C:2]([CH3:1])[CH:7]=[CH:6][CH:5]=2)[C:9]1=[O:17])[CH:19]=[CH2:18] |f:2.3|. Procedure details: A mixture of 1 g. of 1,3-dihydro-3-(2-methylpyridin-6-yl)imidazo[4,5-b]pyridin-2-one in 100 ml. of acetone and 450 mg. of powdered potassium hydroxide was stirred 10 minutes and 1.1 g. of allyl bromide was added. After refluxing for 1.5 hours, the mixture was allowed to stand overnight at room temperature. The mixture was diluted with water and the acetone was evaporated causing crystallization of 325 mg. of 1-allyl-1,3-dihydro-3-(2-methylpyridin-6yl)imidazo[4,5-b]pyridin-2-one, m.p. 111°-112° C... The reactants are COc1ccc2c(c1)C(C(=O)O)c1cccnc1CO2, CC(C)c1cccc(C(C)C)c1N. Yields the product COc1ccc2c(c1)C(C(=O)Nc1c(C(C)C)cccc1C(C)C)c1cccnc1CO2. Reaction SMILES: [CH3:1][O:2][c:3]1[cH:4][cH:5][c:6]2[c:7]([cH:20]1)[CH:8]([C:17](=[O:18])[OH:19])[c:9]1[c:10]([n:11][cH:12][cH:13][cH:14]1)[CH2:15][O:16]2.[CH:21]([CH3:22])([CH3:23])[c:24]1[c:25]([NH2:26])[c:27]([CH:31]([CH3:32])[CH3:33])[cH:28][cH:29][cH:30]1>>[CH3:1][O:2][c:3]1[cH:4][cH:5][c:6]2[c:7]([cH:20]1)[CH:8]([C:17](=[O:19])[NH:26][c:25]1[c:24]([CH:21]([CH3:22])[CH3:23])[cH:30][cH:29][cH:28][c:27]1[CH:31]([CH3:32])[CH3:33])[c:9]1[c:10]([n:11][cH:12][cH:13][cH:14]1)[CH2:15][O:16]2. The reactants are O=C(Cl)CCCl, C1COCCO1, O=C1Nc2cccnc2Nc2ccccc21. The product is O=C1Nc2cccnc2N(C(=O)CCCl)c2ccccc21. RXN SMILES: [Cl:1][CH2:2][CH2:3][C:4](=[O:5])[Cl:6].[O:23]1[CH2:24][CH2:25][O:26][CH2:27][CH2:28]1.[n:7]1[cH:8][cH:9][cH:10][c:11]2[c:12]1[NH:13][c:14]1[c:15]([cH:19][cH:20][cH:21][cH:22]1)[C:16](=[O:18])[NH:17]2>>[Cl:1][CH2:2][CH2:3][C:4](=[O:5])[N:13]1[c:12]2[n:7][cH:8][cH:9][cH:10][c:11]2[NH:17][C:16](=[O:18])[c:15]2[c:14]1[cH:22][cH:21][cH:20][cH:19]2. Reactants: CCC(CC)O (3-pentanol), OC1=CC=C(C=C1)C#CC1=CC=C(C=C1)CC(C)NC(C)=O (N-(1-(4-((4-hydroxyphenyl)-ethynyl)phenyl)propan-2-yl)acetamide), polymer, C1(=CC=CC=C1)P(C1=CC=CC=C1)C1=CC=CC=C1 (triphenylphosphine), C1=CC=C(C=C1)COC(=O)/N=N/C(=O)OCC2=CC=CC=C2 (DBAD), CCC(CC)O (3-pentanol), C1=CC=C(C=C1)COC(=O)/N=N/C(=O)OCC2=CC=CC=C2 (DBAD). The solvent is C1CCOC1 (THF). Run at time 72 hour. The product is CCC(CC)OC1=CC=C(C=C1)C#CC1=CC=C(C=C1)CC(C)NC(C)=O (N-(1-(4-((4-(pentan-3yloxy)phenyl)ethynyl)phenyl)propan-2-yl)acetamide). RXN SMILES: [CH3:1][CH2:2][CH:3]([OH:6])[CH2:4][CH3:5].O[C:8]1[CH:13]=[CH:12][C:11]([C:14]#[C:15][C:16]2[CH:21]=[CH:20][C:19]([CH2:22][CH:23]([NH:25][C:26](=[O:28])[CH3:27])[CH3:24])=[CH:18][CH:17]=2)=[CH:10][CH:9]=1.C1(P(C2C=CC=CC=2)C2C=CC=CC=2)C=CC=CC=1.C1C=CC(COC(/N=N/C(OCC2C=CC=CC=2)=O)=O)=CC=1>C1COCC1>[CH3:1][CH2:2][CH:3]([O:6][C:8]1[CH:9]=[CH:10][C:11]([C:14]#[C:15][C:16]2[CH:17]=[CH:18][C:19]([CH2:22][CH:23]([NH:25][C:26](=[O:28])[CH3:27])[CH3:24])=[CH:20][CH:21]=2)=[CH:12][CH:13]=1)[CH2:4][CH3:5]. Reported procedure: 14.7 μl (0.14 mmol) 3-pentanol, 40 mg (0.14 mmol) N-(1-(4-((4-hydroxyphenyl)-ethynyl)phenyl)propan-2-yl)acetamide (I74.1) and 69.8 mg (0.21 mmol) polymer bound triphenylphosphine (˜3 mmol/g) are added to 1 mL THF followed by 31.4 mg (0.14 mmol) DBAD. After stirring the mixture for 2 h at r.t. further 7.5 μl (0.07 mmol) 3-pentanol and 16 mg (0.07 mmol) DBAD are added and stirring is continued for 72 h. The reaction mixture is filtered and the filtrate is purified by HPLC (MeOH/H2O/TFA). Reactants: O=C([O-])[O-], CCO, CC(=O)N1CCC(c2nn(S(=O)(=O)c3ccc(C)cc3)c(-c3ccc(Cl)cc3)c2-c2ccncn2)CC1, [K+], [K+]. Product: CC(=O)N1CCC(c2n[nH]c(-c3ccc(Cl)cc3)c2-c2ccncn2)CC1. Reaction SMILES: [C:38](=[O:39])([O-:40])[O-:41].[CH3:44][CH2:45][OH:46].[Cl:1][c:2]1[cH:3][cH:4][c:5](-[c:8]2[c:9](-[c:32]3[n:33][cH:34][n:35][cH:36][cH:37]3)[c:10]([CH:23]3[CH2:24][CH2:25][N:26]([C:29]([CH3:30])=[O:31])[CH2:27][CH2:28]3)[n:11][n:12]2[S:13]([c:14]2[cH:15][cH:16][c:17]([CH3:18])[cH:19][cH:20]2)(=[O:21])=[O:22])[cH:6][cH:7]1.[K+:42].[K+:43]>>[Cl:1][c:2]1[cH:3][cH:4][c:5](-[c:8]2[c:9](-[c:32]3[n:33][cH:34][n:35][cH:36][cH:37]3)[c:10]([CH:23]3[CH2:24][CH2:25][N:26]([C:29]([CH3:30])=[O:31])[CH2:27][CH2:28]3)[n:11][nH:12]2)[cH:6][cH:7]1. Starting materials: CC(=O)O, CC(O)(Cc1cnc(Cl)s1)c1ccc(Cl)cc1Cl, [NH4+], [OH-], [Zn]. Product: CC(O)(Cc1cncs1)c1ccc(Cl)cc1Cl. As a reaction SMILES: [CH3:21][C:22](=[O:23])[OH:24].[Cl:1][c:2]1[c:3]([C:9]([CH2:10][c:11]2[cH:12][n:13][c:14]([Cl:16])[s:15]2)([CH3:17])[OH:18])[cH:4][cH:5][c:6]([Cl:8])[cH:7]1.[NH4+:19].[OH-:20].[Zn:25]>>[Cl:1][c:2]1[c:3]([C:9]([CH2:10][c:11]2[cH:12][n:13][cH:14][s:15]2)([CH3:17])[OH:18])[cH:4][cH:5][c:6]([Cl:8])[cH:7]1.